The task is: describe an organic reaction: reactants, conditions, products, and yield. This data is from the Open Reaction Database (ORD), a public repository of structured organic reaction records. Reactants: O=C1C(NC2=C(CN1C)C=CC=C2)CC(=O)OC (Methyl 2,3,4,5-tetrahydro-3-oxo-4-methyl-1H-1,4-benzodiazepine-2-acetate), CO (MeOH), C1=CC=NC=C1.ClI (Pyridine iodine monochloride complex), 82g. Run in C(Cl)Cl (CH2Cl2), C(Cl)Cl (CH2Cl2). Reaction conditions: temperature 40 celsius, time 10 minute. Yields the product IC=1C=CC2=C(CN(C(C(N2)CC(=O)OC)=O)C)C1 (Methyl 2,3,4,5-tetrahydro-7-iodo-4-methyl-3-oxo-1H-1,4-benzodiazepine-2-acetate). Isolated yield 92.0%. As a reaction SMILES: [O:1]=[C:2]1[N:8]([CH3:9])[CH2:7][C:6]2[CH:10]=[CH:11][CH:12]=[CH:13][C:5]=2[NH:4][CH:3]1[CH2:14][C:15]([O:17][CH3:18])=[O:16].CO.C1C=CN=CC=1.Cl[I:28]>C(Cl)Cl>[I:28][C:11]1[CH:12]=[CH:13][C:5]2[NH:4][CH:3]([CH2:14][C:15]([O:17][CH3:18])=[O:16])[C:2](=[O:1])[N:8]([CH3:9])[CH2:7][C:6]=2[CH:10]=1 |f:2.3|. Procedure details: Methyl 2,3,4,5-tetrahydro-3-oxo-4-methyl-1H-1,4-benzodiazepine-2-acetate (80 g, 0.32 mole) was added to CH2Cl2 (400 ml) and MeOH (400 ml). The mixture was heated at 40° C. for 0.5 hr then cooled to 25° C. Pyridine iodine monochloride complex was added in portions (82g, 0.51 mole). After the addition, the reaction was stirred for 10 minutes then CH2Cl2 (400 ml) added. The reaction mixture was stirred for 1.0 hr then washed with sodium metabisulphite solution (5 g+400 ml water), followed by water ... The reactants are C(C)(C)(C)OC(=O)N1CCC(CC1)C=1N(C=C(N1)Br)CCOC1OCCCC1 (4-{4-bromo-1-[2-(tetrahydro-pyran-2-yloxy)-ethyl]-1H-imidazol-2-yl}-piperidine-1-carboxylic acid tert-butyl ester), C1(=CC=C(C=C1)S(=O)(=O)O)C (p-toluene sulphonic acid). Solvent: CO (methanol). Run at time 30 minute. Yields the product C(C)(C)(C)OC(=O)N1CCC(CC1)C=1N(C=C(N1)Br)CCO (4-(4-Bromo-1-(2-hydroxyethyl)-1H-imidazol-2-yl)piperidine-1-carboxylic acid tert-butyl ester). Yield: 92.1%. Reaction SMILES: [C:1]([O:5][C:6]([N:8]1[CH2:13][CH2:12][CH:11]([C:14]2[N:15]([CH2:20][CH2:21][O:22]C3CCCCO3)[CH:16]=[C:17]([Br:19])[N:18]=2)[CH2:10][CH2:9]1)=[O:7])([CH3:4])([CH3:3])[CH3:2].C1(C)C=CC(S(O)(=O)=O)=CC=1>CO>[C:1]([O:5][C:6]([N:8]1[CH2:13][CH2:12][CH:11]([C:14]2[N:15]([CH2:20][CH2:21][OH:22])[CH:16]=[C:17]([Br:19])[N:18]=2)[CH2:10][CH2:9]1)=[O:7])([CH3:4])([CH3:3])[CH3:2]. Reported procedure: Add 4-{4-bromo-1-[2-(tetrahydro-pyran-2-yloxy)-ethyl]-1H-imidazol-2-yl}-piperidine-1-carboxylic acid tert-butyl ester (13.2 g; 0.029 mol; 1.0 equiv), p-toluene sulphonic acid (6.5 g; 0.034 mol; 1.2 equiv) to methanol (200 mL) and stir at RT for 30 min. Concentrate and partition between saturated NaHCO3 aqueous and EA. Evaporate the organic layer to give the title compound (10.0 g; 93%).